Dataset: the Open Reaction Database (ORD), a public repository of structured organic reaction records. Task: describe an organic reaction: reactants, conditions, products, and yield Reactants: Cl.NO (Hydroxylamine hydrochloride), C1=NC=CC2=C1C=CC=CC2=O (cyclohepta[1,2-c]pyridin5-one). Run in C(C)N(CC)CC (triethylamine). Conditions: time 8 hour. Product: ON=C1C=CC=CC=2C=NC=CC21 (5-hydroxyiminocyclohepta[1,2-c]pyridine). The yield is 53.0%. RXN SMILES: Cl.[NH2:2][OH:3].[CH:4]1[C:9]2[CH:10]=[CH:11][CH:12]=[CH:13][C:14](=O)[C:8]=2[CH:7]=[CH:6][N:5]=1>C(N(CC)CC)C>[OH:3][N:2]=[C:14]1[C:8]2[CH:7]=[CH:6][N:5]=[CH:4][C:9]=2[CH:10]=[CH:11][CH:12]=[CH:13]1 |f:0.1|. Procedure details: Hydroxylamine hydrochloride (2.20 g, 0.317 mole) was added to a stirred mixture of cyclohepta[1,2-c]pyridin5-one and triethylamine (15.00 ml) and the resulting yellow solution was stirred overnight at its reflux temperature. The pale yellow solution was cooled to room temperature, then concentrated by solvent evaporation to a pasty yellow solid. The solid was dissolved in a mixture of water and diethyl ether (1:1, ~700ml) and the yellow Et2O layer was separated and extracted with water (2X, 500 ... The reactants are NCC#CC=1N=C(C=2N(C1)N=C(N2)C=2OC=CC2)N (6-(3-amino-prop-1-ynyl)-2-furan-2-yl-[1,2,4]triazolo[1,5-a]pyrazin-8-ylamine), S1C=C(C=C1)S(=O)(=O)Cl (thiophene-3-sulfonyl chloride), CCN(C(C)C)C(C)C (Hünig's base). The reagents and catalysts are CN(C)C=1C=CN=CC1 (DMAP). The solvent is C1CCOC1 (THF), O (water). Conditions: time 8 hour. Product: NC=1C=2N(C=C(N1)C#CCNS(=O)(=O)C1=CSC=C1)N=C(N2)C=2OC=CC2 (Thiophene-3-sulfonic acid [3-(8-amino-2-furan-2-yl-[1,2,4]triazolo[1,5-a]pyrazin-6-yl)-prop-2-ynyl]-amide). As a reaction SMILES: [NH2:1][CH2:2][C:3]#[C:4][C:5]1[N:6]=[C:7]([NH2:19])[C:8]2[N:9]([N:11]=[C:12]([C:14]3[O:15][CH:16]=[CH:17][CH:18]=3)[N:13]=2)[CH:10]=1.[S:20]1[CH:24]=[CH:23][C:22]([S:25](Cl)(=[O:27])=[O:26])=[CH:21]1.CCN(C(C)C)C(C)C>C1COCC1.CN(C1C=CN=CC=1)C.O>[NH2:19][C:7]1[C:8]2[N:9]([N:11]=[C:12]([C:14]3[O:15][CH:16]=[CH:17][CH:18]=3)[N:13]=2)[CH:10]=[C:5]([C:4]#[C:3][CH2:2][NH:1][S:25]([C:22]2[CH:23]=[CH:24][S:20][CH:21]=2)(=[O:27])=[O:26])[N:6]=1. Procedure: To a solution of 6-(3-amino-prop-1-ynyl)-2-furan-2-yl-[1,2,4]triazolo[1,5-a]pyrazin-8-ylamine (0.1 mmol, see Example 26 below) in THF (1 mL) was added thiophene-3-sulfonyl chloride (23.7 mg, 0.13 mmol), a catalytic quantity of DMAP and Hünig's base (52 uL, 0.3 mmol) successively. The reaction was stirred overnight and diluted with water. The aqueous layer was extracted with methylene chloride. The combined organic extracts were washed with brine and dried over magnesium sulfate. The solvent was ...